From a dataset of the Open Reaction Database (ORD), a public repository of structured organic reaction records. describe an organic reaction: reactants, conditions, products, and yield The reactants are N1(CCC1)CCN1C(=NC(=C1)C1=CC(=NC=C1)C(C)C)C1CCNCC1 (4-[1-(2-azetidin-1-yl-ethyl)-2-piperidin-4-yl-1H-imidazol-4-yl]-2-isopropyl-pyridine), ClC1=C(C(=NC=N1)N)OC(C)C (6-chloro-5-isopropoxy-pyrimidin-4-ylamine). The product is N1(CCC1)CCN1C(=NC(=C1)C1=CC(=NC=C1)C(C)C)C1CCN(CC1)C1=C(C(=NC=N1)N)OC(C)C (6-{4-[1-(2-Azetidin-1-yl-ethyl)-4-(2-isopropyl-pyridin-4-yl)-1H-imidazol-2-yl]-piperidin-1-yl}-5-isopropoxy-pyrimidin-4-ylamine). As a reaction SMILES: [N:1]1([CH2:5][CH2:6][N:7]2[CH:11]=[C:10]([C:12]3[CH:17]=[CH:16][N:15]=[C:14]([CH:18]([CH3:20])[CH3:19])[CH:13]=3)[N:9]=[C:8]2[CH:21]2[CH2:26][CH2:25][NH:24][CH2:23][CH2:22]2)[CH2:4][CH2:3][CH2:2]1.Cl[C:28]1[N:33]=[CH:32][N:31]=[C:30]([NH2:34])[C:29]=1[O:35][CH:36]([CH3:38])[CH3:37]>>[N:1]1([CH2:5][CH2:6][N:7]2[CH:11]=[C:10]([C:12]3[CH:17]=[CH:16][N:15]=[C:14]([CH:18]([CH3:20])[CH3:19])[CH:13]=3)[N:9]=[C:8]2[CH:21]2[CH2:22][CH2:23][N:24]([C:28]3[N:33]=[CH:32][N:31]=[C:30]([NH2:34])[C:29]=3[O:35][CH:36]([CH3:38])[CH3:37])[CH2:25][CH2:26]2)[CH2:4][CH2:3][CH2:2]1. Reported procedure: The title compound was prepared according to the procedure described for the preparation of compound “1” by using 4-[1-(2-azetidin-1-yl-ethyl)-2-piperidin-4-yl-1H-imidazol-4-yl]-2-isopropyl-pyridine and 6-chloro-5-isopropoxy-pyrimidin-4-ylamine as the starting materials. LC-MS (M+H=505, obsd=505). Reactants: NC=1SC2=C(N1)CCC2C#N (2-amino-5,6-dihydro-4H-cyclopenta[d]thiazole-6-carbonitrile), N(=O)OC(C)(C)C (tert-butyl nitrite). Run in C1CCOC1 (THF). Reaction conditions: temperature 65 celsius, time 3 hour. Yields the product S1C=NC2=C1C(CC2)C#N (5,6-Dihydro-4H-cyclopenta[d]thiazole-6-carbonitrile). As a reaction SMILES: N[C:2]1[S:3][C:4]2[CH:9]([C:10]#[N:11])[CH2:8][CH2:7][C:5]=2[N:6]=1.N(OC(C)(C)C)=O>C1COCC1>[S:3]1[C:4]2[CH:9]([C:10]#[N:11])[CH2:8][CH2:7][C:5]=2[N:6]=[CH:2]1. Reported procedure: To a soln. of 2-amino-5,6-dihydro-4H-cyclopenta[d]thiazole-6-carbonitrile (1.00 g, 6.05 mmol) in THF (54 mL) was added tert-butyl nitrite (1.04 g, 9.08 mmol) and the mixture was stirred at 65° C. for 3 h. Subsequently, the mixture was quenched with aq. sat. NaHCO3 and extracted with EtOAc. The comb. org. layers were washed with brine, dried over MgSO4, and conc. in vacuo. Purification by means of CC (10-80% EtOAc/Hept) provided a yellow oil.